From a dataset of the Open Reaction Database (ORD), a public repository of structured organic reaction records. describe an organic reaction: reactants, conditions, products, and yield Starting materials: ClC1=NC(=C(C(=O)N)C=C1F)NC1=CC=C(C=C1)C1(CCN(CC1)C)C (6-chloro-2-(4-(1,4-dimethylpiperidin-4-yl)phenylamino)-5-fluoronicotinamide), C1(=CC=CC=C1)C1=NOC2(C1)CNCCC2 (3-phenyl-1-oxa-2,7-diazaspiro[4.5]dec-2-ene), CCN(C(C)C)C(C)C (DIEA). Solvent: CN1CCCC1=O (NMP), O (water). Product: CN1CCC(CC1)(C)C1=CC=C(C=C1)NC1=C(C(=O)N)C=C(C(=N1)N1CC2(CC(=NO2)C2=CC=CC=C2)CCC1)F (2-(4-(1,4-Dimethylpiperidin-4-yl)phenylamino)-5-fluoro-6-(3-phenyl-1-oxa-2,7-diazaspiro[4.5]dec-2-en-7-yl)nicotinamide). The yield is 20.3%. RXN SMILES: Cl[C:2]1[C:10]([F:11])=[CH:9][C:5]([C:6]([NH2:8])=[O:7])=[C:4]([NH:12][C:13]2[CH:18]=[CH:17][C:16]([C:19]3([CH3:26])[CH2:24][CH2:23][N:22]([CH3:25])[CH2:21][CH2:20]3)=[CH:15][CH:14]=2)[N:3]=1.[C:27]1([C:33]2[CH2:37][C:36]3([CH2:42][CH2:41][CH2:40][NH:39][CH2:38]3)[O:35][N:34]=2)[CH:32]=[CH:31][CH:30]=[CH:29][CH:28]=1.CCN(C(C)C)C(C)C>CN1C(=O)CCC1.O>[CH3:25][N:22]1[CH2:23][CH2:24][C:19]([C:16]2[CH:17]=[CH:18][C:13]([NH:12][C:4]3[N:3]=[C:2]([N:39]4[CH2:40][CH2:41][CH2:42][C:36]5([O:35][N:34]=[C:33]([C:27]6[CH:32]=[CH:31][CH:30]=[CH:29][CH:28]=6)[CH2:37]5)[CH2:38]4)[C:10]([F:11])=[CH:9][C:5]=3[C:6]([NH2:8])=[O:7])=[CH:14][CH:15]=2)([CH3:26])[CH2:20][CH2:21]1. Procedure: A solution of 6-chloro-2-(4-(1,4-dimethylpiperidin-4-yl)phenylamino)-5-fluoronicotinamide (40 mg, 0.106 mmol), 3-phenyl-1-oxa-2,7-diazaspiro[4.5]dec-2-ene (42.1 mg, 0.127 mmol), and DIEA (0.074 mL, 0.425 mmol) in NMP (1 mL) was heated at 120° C. for 3 h and at 130° C. for 2 h. The reaction mixture was cooled, diluted with water. The resulting brown solid precipitate was filtered and purified by prep-HPLC. The product containing fractions were collected, basified with 1N NaOH, and extracted with ... Reagents/catalysts: [Pt] (platinum). Starting materials: trimethylsilyl ester, CS(=O)(=O)O (methanesulfonic acid), C=CC1=CC=CC=C1 (styrene), Teflon, C=CC1=CC=CC=C1 (styrene), Cl[SiH](Cl)Cl (trichlorosilane), trimethylsilyl ester, CS(=O)(=O)O (methanesulfonic acid), C=CC1=CC=CC=C1 (Styrene), Cl[SiH](Cl)Cl (trichlorosilane), divinylsiloxane. Procedure details: Reaction between styrene and trichlorosilane with platinum catalyst in the presence of a trimethylsilyl ester of methanesulfonic acid. 518 mg Styrene and 694 mg trichlorosilane were introduced into a glass tube, and 42 mg of a trimethylsilyl ester of methanesulfonic acid were added. 2.5 mg Of a toluene solution of a 0-valent platinum complex of divinylsiloxane (0.04 wt % platinum content) were added. The tube was sealed with Teflon tape and a rubber septum and placed in a 50° C. oil bath where i... Run in C1(=CC=CC=C1)C (toluene). As a reaction SMILES: [CH2:1]=[CH:2][C:3]1[CH:8]=[CH:7][CH:6]=[CH:5][CH:4]=1.[Cl:9][SiH:10]([Cl:12])[Cl:11].CS(O)(=O)=O>[Pt].C1(C)C=CC=CC=1>[CH2:1]([Si:10]([Cl:12])([Cl:11])[Cl:9])[CH2:2][C:3]1[CH:8]=[CH:7][CH:6]=[CH:5][CH:4]=1. Yields the product C(CC1=CC=CC=C1)[Si](Cl)(Cl)Cl (phenethyltrichlorosilane). The yield is 8.7%. The reactants are OC1=CC=C(C=C1)C1C(CN(CC1)C(=O)OC(C)(C)C)OCC1=CC=C2CCC(N(C2=C1)CCCOC)=O (tert-butyl 4-(4-hydroxyphenyl)-3-[1-(3-methoxypropyl)-2-oxo-1,2,3,4-tetrahydroquinolin-7-ylmethoxy]piperidine-1-carboxylate), CC1=CC=CC=C1 (2-methylbenzene). The product is COCCCN1C(CCC2=CC=C(C=C12)COC1CN(CCC1C1=CC=C(C=C1)OCCCCOC1=C(C=CC=C1)C)C(=O)OC(C)(C)C)=O (tert-Butyl 3-[1-(3-methoxypropyl)-2-oxo-1,2,3,4-tetrahydroquinolin-7-ylmethoxy]-4-[4-(4-o-tolyloxybutoxy)phenyl]piperidine-1-carboxylate). Reaction SMILES: [OH:1][C:2]1[CH:7]=[CH:6][C:5]([CH:8]2[CH2:13][CH2:12][N:11]([C:14]([O:16][C:17]([CH3:20])([CH3:19])[CH3:18])=[O:15])[CH2:10][CH:9]2[O:21][CH2:22][C:23]2[CH:32]=[C:31]3[C:26]([CH2:27][CH2:28][C:29](=[O:38])[N:30]3[CH2:33][CH2:34][CH2:35][O:36][CH3:37])=[CH:25][CH:24]=2)=[CH:4][CH:3]=1.[CH3:39][C:40]1[CH:45]=[CH:44][CH:43]=[CH:42][CH:41]=1>>[CH3:37][O:36][CH2:35][CH2:34][CH2:33][N:30]1[C:31]2[C:26](=[CH:25][CH:24]=[C:23]([CH2:22][O:21][CH:9]3[CH:8]([C:5]4[CH:6]=[CH:7][C:2]([O:1][CH2:5][CH2:4][CH2:3][CH2:2][O:1][C:41]5[CH:42]=[CH:43][CH:44]=[CH:45][C:40]=5[CH3:39])=[CH:3][CH:4]=4)[CH2:13][CH2:12][N:11]([C:14]([O:16][C:17]([CH3:19])([CH3:20])[CH3:18])=[O:15])[CH2:10]3)[CH:32]=2)[CH2:27][CH2:28][C:29]1=[O:38]. Procedure: Analogously to Method I, 0.160 g of tert-butyl 4-(4-hydroxyphenyl)-3-[1-(3-methoxypropyl)-2-oxo-1,2,3,4-tetrahydroquinolin-7-ylmethoxy]piperidine-1-carboxylate (Example 44d) and 0.099 g of 14-bromobutoxy)-2-methylbenzene are reacted. The title compound is obtained as a colourless oil. Rf=0.33 (2:1 EtOAc-heptane); Rt=6.34. The reactants are CN1C(N(C=2C(C1=O)=C(N(N2)CC2=CC=CC1=CC=CC=C21)C2=CC=NC=C2)CC=2C=C(C(=O)OC)C=CC2)=O (methyl 3-{[5-methyl-2-(1-naphthylmethyl)-4,6-dioxo-3-pyridin-4-yl-2,4,5,6-tetrahydro-7H-pyrazolo[3,4-d]pyrimidin-7-yl]methyl}benzoate), [Li+].[OH-] (LiOH). Yields the product CN1C(N(C=2C(C1=O)=C(N(N2)CC2=CC=CC1=CC=CC=C21)C2=CC=NC=C2)CC=2C=C(C(=O)O)C=CC2)=O (3-{[5-methyl-2-(1-naphthylmethyl)-4,6-dioxo-3-pyridin-4-yl-2,4,5,6-tetrahydro-7H-pyrazolo[3,4-d]pyrimidin-7-yl]methyl}benzoic acid). Reaction SMILES: [CH3:1][N:2]1[C:7](=[O:8])[C:6]2=[C:9]([C:23]3[CH:28]=[CH:27][N:26]=[CH:25][CH:24]=3)[N:10]([CH2:12][C:13]3[C:22]4[C:17](=[CH:18][CH:19]=[CH:20][CH:21]=4)[CH:16]=[CH:15][CH:14]=3)[N:11]=[C:5]2[N:4]([CH2:29][C:30]2[CH:31]=[C:32]([CH:37]=[CH:38][CH:39]=2)[C:33]([O:35]C)=[O:34])[C:3]1=[O:40].[Li+].[OH-]>>[CH3:1][N:2]1[C:7](=[O:8])[C:6]2=[C:9]([C:23]3[CH:24]=[CH:25][N:26]=[CH:27][CH:28]=3)[N:10]([CH2:12][C:13]3[C:22]4[C:17](=[CH:18][CH:19]=[CH:20][CH:21]=4)[CH:16]=[CH:15][CH:14]=3)[N:11]=[C:5]2[N:4]([CH2:29][C:30]2[CH:31]=[C:32]([CH:37]=[CH:38][CH:39]=2)[C:33]([OH:35])=[O:34])[C:3]1=[O:40] |f:1.2|. Procedure details: This compound was synthesized by the hydrolysis of methyl 3-{[5-methyl-2-(1-naphthylmethyl)-4,6-dioxo-3-pyridin-4-yl-2,4,5,6-tetrahydro-7H-pyrazolo[3,4-d]pyrimidin-7-yl]methyl}benzoate with 0.5N LiOH at room temperature for eight hours. Mass: 517.79 (M+H). Starting materials: CI (Methyl iodide), C(CCCCCCC)SC=1C(=NSN1)C=1C=NC=CC1 (3-(4-octylthio-1,2,5-thiadiazol-3-yl)pyridine). Conditions: time 48 hour. Product: [I-].C(CCCCCCC)SC=1C(=NSN1)C=1CN(C=CC1)C (3-(4-octylthio-1,2,5-thiadiazol-3-yl)-1-methylpyridine iodide). As a reaction SMILES: [CH3:1][I:2].[CH2:3]([S:11][C:12]1[C:13]([C:17]2[CH:18]=[N:19][CH:20]=[CH:21][CH:22]=2)=[N:14][S:15][N:16]=1)[CH2:4][CH2:5][CH2:6][CH2:7][CH2:8][CH2:9][CH3:10]>>[I-:2].[CH2:3]([S:11][C:12]1[C:13]([C:17]2[CH2:18][N:19]([CH3:1])[CH:20]=[CH:21][CH:22]=2)=[N:14][S:15][N:16]=1)[CH2:4][CH2:5][CH2:6][CH2:7][CH2:8][CH2:9][CH3:10] |f:2.3|. Procedure details: Methyl iodide (0.5 ml, 7.5 mmol) was added to a solution of 3-(4-octylthio-1,2,5-thiadiazol-3-yl)pyridine (3 mmol) and the reaction mixture was stirred at room temperature for 48 h and evaporated. The reactants are C(C)(C)(C)OC(=O)N1CCC(CC1)N1[C@H](CCC1)CO (4-((R)-2-hydroxymethyl-pyrrolidin-1-yl)-piperidine-1-carboxylic acid tert-butyl ester), Cl (hydrochloric acid). Solvent: CCO (EtOH), O1CCOCC1 (1,4-dioxane). Conditions: temperature 100 celsius, time 2 hour. Product: Cl.Cl.N1CCC(CC1)N1[C@H](CCC1)CO (((R)-1-Piperidin-4-yl-pyrrolidin-2-yl)-methanol di-hydrochloride). Isolated yield 82.2%. As a reaction SMILES: C(OC([N:8]1[CH2:13][CH2:12][CH:11]([N:14]2[CH2:18][CH2:17][CH2:16][C@@H:15]2[CH2:19][OH:20])[CH2:10][CH2:9]1)=O)(C)(C)C.[ClH:21]>CCO.O1CCOCC1>[ClH:21].[ClH:21].[NH:8]1[CH2:9][CH2:10][CH:11]([N:14]2[CH2:18][CH2:17][CH2:16][C@@H:15]2[CH2:19][OH:20])[CH2:12][CH2:13]1 |f:4.5.6|. Procedure details: A solution of 8.80 g (30.9 mmol) of 4-((R)-2-hydroxymethyl-pyrrolidin-1-yl)-piperidine-1-carboxylic acid tert-butyl ester in 200 ml of EtOH was treated at RT with 15.5 ml (62.0 mmol) of hydrochloric acid in 1,4-dioxane (4 molar) and the mixture was heated up to 100° C. After two hours, the solvents were evaporated and the residue was re-crystallized from MeOH/MeCN and Et2O to give 6.53 g (82%) of the title compound as off-white solid. MS: 185.1 (MH+). Conditions: temperature 0 celsius, time 3 hour. As a reaction SMILES: [Cl:1][C:2]1[CH:3]=[C:4]([CH2:9][C:10](=O)[CH3:11])[CH:5]=[CH:6][C:7]=1[Cl:8].[OH2:13].[C:14]([OH:18])(=[O:17])[CH:15]=[O:16].[OH-].[Na+].C(Cl)Cl.CO>C(O)C.O.C(OCC)C.CCCCCC>[OH:16][CH:15]([CH:10]([CH3:11])[C:9](=[O:13])[C:4]1[CH:5]=[CH:6][C:7]([Cl:8])=[C:2]([Cl:1])[CH:3]=1)[C:14]([OH:18])=[O:17] |f:1.2,3.4,5.6,9.10|. Procedure details: To a solution of 1-(3,4-dichlorophenyl)propanone (5.8 g, 28.5 mmol)in 95% ethanol (100 mL) a solution of glyoxylic acid monohydrate (2.63 g, 28.5 mmol) in water (20 mL) was added at 0° C., followed by dropwise addition of a solution of sodium hydroxide (4.6 g, 0.114 mol). The temperature during the addition was maintained below +5° C. on cooling. The resulting reaction mixture was stirred at 0° C. over 3 hours, then allowed to warm to room temperature and stirred further 12 hours. The most of et... The yield is 26.6%. Yields the product OC(C(=O)O)C(C(C1=CC(=C(C=C1)Cl)Cl)=O)C (2-hydroxy-3-methyl-4-oxo-4-(3′,4′-dichlorophenyl)butanoic acid). The solvent is C(C)O (ethanol), O (water), C(C)OCC.CCCCCC (Ethyl ether hexane). The reactants are ClC=1C=C(C=CC1Cl)CC(C)=O (1-(3,4-dichlorophenyl)propanone), O.C(C=O)(=O)O (glyoxylic acid monohydrate), product, C(Cl)Cl.CO (CH2Cl2 MeOH), [OH-].[Na+] (sodium hydroxide). Reactants: CC=1SC2=C(C1)C=CC=C2 (2-methyl-1-benzothiophene), BrBr (bromine). Run in C(C)(=O)O (acetic acid). Run at time 8 hour. Product: BrC1=C(SC2=C1C=CC=C2)C (3-bromo-2-methyl-1-benzothiophene). RXN SMILES: [CH3:1][C:2]1[S:3][C:4]2[CH:10]=[CH:9][CH:8]=[CH:7][C:5]=2[CH:6]=1.[Br:11]Br>C(O)(=O)C>[Br:11][C:6]1[C:5]2[CH:7]=[CH:8][CH:9]=[CH:10][C:4]=2[S:3][C:2]=1[CH3:1]. Procedure: To a solution (50 mL) of 2-methyl-1-benzothiophene (5.00 g) in acetic acid was added dropwise bromine (1.90 mL) at 0° C., and the mixture was stirred at room temperature overnight. The reaction mixture was concentrated under reduced pressure, saturated aqueous sodium hydrogen carbonate solution was added to the residue, and the mixture was extracted with ethyl acetate. The extract was washed with saturated brine, dried over magnesium sulfate, and concentrated under reduced pressure. The residue ...